This data is from the Open Reaction Database (ORD), a public repository of structured organic reaction records. The task is: describe an organic reaction: reactants, conditions, products, and yield As a reaction SMILES: [BrH:1].[C:37]([OH:38])(=[O:39])[CH3:40].[Cl:2][c:3]1[cH:4][c:5](-[c:9]2[n:10][c:11]([CH:14]([CH3:15])[S:16][c:17]3[n:18]([CH2:30][CH3:31])[c:19](-[c:22]4[cH:23][c:24]([O:28][CH3:29])[n:25][cH:26][cH:27]4)[n:20][n:21]3)[n:12][o:13]2)[cH:6][cH:7][cH:8]1.[Na+:36].[O-:32][C:33]([OH:34])=[O:35]>>[Cl:2][c:3]1[cH:4][c:5](-[c:9]2[n:10][c:11]([CH:14]([CH3:15])[S:16][c:17]3[n:18]([CH2:30][CH3:31])[c:19](-[c:22]4[cH:23][c:24]([OH:28])[n:25][cH:26][cH:27]4)[n:20][n:21]3)[n:12][o:13]2)[cH:6][cH:7][cH:8]1. Starting materials: Br, CC(=O)O, CCn1c(SC(C)c2noc(-c3cccc(Cl)c3)n2)nnc1-c1ccnc(OC)c1, [Na+], O=C([O-])O. The product is CCn1c(SC(C)c2noc(-c3cccc(Cl)c3)n2)nnc1-c1ccnc(O)c1. Reactants: NC1=C(N)C=C(C(=C1)Cl)S(N)(=O)=O (2-amino-4-chloro-5-sulfamylaniline), C1(=CC=CC=C1)CC(=O)O (phenylacetic acid), Cl (hydrochloric acid). The product is O.Cl.C(C1=CC=CC=C1)C1=NC2=C(N1)C=C(C(=C2)Cl)S(N)(=O)=O (2-Benzyl-5-Chloro-6-Sulfamyl-1H-Benzimidazole Hydrochloride Monohydrate). The yield is 80.5%. As a reaction SMILES: [NH2:1][C:2]1[CH:8]=[C:7]([Cl:9])[C:6]([S:10](=[O:13])(=[O:12])[NH2:11])=[CH:5][C:3]=1[NH2:4].[C:14]1([CH2:20][C:21](O)=O)[CH:19]=[CH:18][CH:17]=[CH:16][CH:15]=1.Cl>>[OH2:12].[ClH:9].[CH2:20]([C:21]1[NH:4][C:3]2[CH:5]=[C:6]([S:10](=[O:12])(=[O:13])[NH2:11])[C:7]([Cl:9])=[CH:8][C:2]=2[N:1]=1)[C:14]1[CH:19]=[CH:18][CH:17]=[CH:16][CH:15]=1 |f:3.4.5|. Procedure details: A mixture of 12.0 g of 2-amino-4-chloro-5-sulfamylaniline, 29.5 g of phenylacetic acid, and 54.5 ml of a 15% hydrochloric acid solution was refluxed for 6 hours and the blue precipitate collected by filtration. The crude product was dissolved in hot methanol and the organic solvent then treated with charcoal. Filtration followed by conc. in vacuo gave crystals which upon trituration with methanol and drying provided 8.2 g of pink crystals, m.p. 176°-180° C.